This data is from the Open Reaction Database (ORD), a public repository of structured organic reaction records. The task is: describe an organic reaction: reactants, conditions, products, and yield Reactants: C#CC(CC(=O)OCC)NC(=O)C1CCCN(C(=O)C=CC2CCN(C(=O)OC(C)(C)C)CC2)C1, [Li+], C1CCOC1, [OH-], O. Yields the product C#CC(CC(=O)O)NC(=O)C1CCCN(C(=O)C=CC2CCN(C(=O)OC(C)(C)C)CC2)C1. Reaction SMILES: [CH2:3]([CH3:4])[O:5][C:6]([CH2:7][CH:8]([NH:9][C:10](=[O:11])[CH:12]1[CH2:13][N:14]([C:18]([CH:19]=[CH:20][CH:21]2[CH2:22][CH2:23][N:24]([C:27](=[O:28])[O:29][C:30]([CH3:31])([CH3:32])[CH3:33])[CH2:25][CH2:26]2)=[O:34])[CH2:15][CH2:16][CH2:17]1)[C:35]#[CH:36])=[O:37].[Li+:2].[O:39]1[CH2:40][CH2:41][CH2:42][CH2:43]1.[OH-:1].[OH2:38]>>[O:5]=[C:6]([CH2:7][CH:8]([NH:9][C:10](=[O:11])[CH:12]1[CH2:13][N:14]([C:18]([CH:19]=[CH:20][CH:21]2[CH2:22][CH2:23][N:24]([C:27](=[O:28])[O:29][C:30]([CH3:31])([CH3:32])[CH3:33])[CH2:25][CH2:26]2)=[O:34])[CH2:15][CH2:16][CH2:17]1)[C:35]#[CH:36])[OH:37]. The reactants are COc1cc[n+](-c2nc3ccc(C(F)(F)F)cc3[nH]2)c(CSCC(C)(C)OC(C)=O)c1C, CS(=O)(=O)O, CO. Product: COc1cc[n+](-c2nc3ccc(C(F)(F)F)cc3[nH]2)c(CSCC(C)(C)OC(C)=O)c1C, CS(=O)(=O)[O-]. As a reaction SMILES: [C:1]([CH3:2])(=[O:3])[O:4][C:5]([CH2:6][S:7][CH2:8][c:9]1[n+:10](-[c:18]2[nH:19][c:20]3[c:21]([n:22]2)[cH:23][cH:24][c:25]([C:27]([F:28])([F:29])[F:30])[cH:26]3)[cH:11][cH:12][c:13]([O:16][CH3:17])[c:14]1[CH3:15])([CH3:31])[CH3:32].[CH3:33][S:34]([OH:35])(=[O:36])=[O:37].[CH3:38][OH:39]>>[C:1]([CH3:2])(=[O:3])[O:4][C:5]([CH2:6][S:7][CH2:8][c:9]1[n+:10](-[c:18]2[nH:19][c:20]3[c:21]([n:22]2)[cH:23][cH:24][c:25]([C:27]([F:28])([F:29])[F:30])[cH:26]3)[cH:11][cH:12][c:13]([O:16][CH3:17])[c:14]1[CH3:15])([CH3:31])[CH3:32].[CH3:33][S:34](=[O:35])(=[O:36])[O-:37]. Starting materials: CC1CCCO1, Cc1ccccc1, O=C(Cl)c1ccc(Cl)s1, Cl, NCC(O)CO, [Na+], O, O=C([O-])O. Product: O=C(NCC(O)CO)c1ccc(Cl)s1. RXN SMILES: [CH3:13][CH:14]1[CH2:15][CH2:16][CH2:17][O:18]1.[CH3:29][c:30]1[cH:31][cH:32][cH:33][cH:34][cH:35]1.[Cl:19][c:20]1[cH:21][cH:22][c:23]([C:25](=[O:26])[Cl:27])[s:24]1.[ClH:6].[NH2:7][CH2:8][CH:9]([CH2:10][OH:11])[OH:12].[Na+:1].[OH2:28].[OH:2][C:3](=[O:4])[O-:5]>>[NH:7]([CH2:8][CH:9]([CH2:10][OH:11])[OH:12])[C:25]([c:23]1[cH:22][cH:21][c:20]([Cl:19])[s:24]1)=[O:26].